From a dataset of the Open Reaction Database (ORD), a public repository of structured organic reaction records. describe an organic reaction: reactants, conditions, products, and yield Starting materials: CCN=C=NCCCN(C)C (WSC), C1(CCCC1)CC1=C(N=NN1C1=CC=C(C=C1)C(=O)NCC)C(=O)O (5-(Cyclopentylmethyl)-1-{4-[(ethylamino)carbonyl]phenyl}-1H-1,2,3-triazole-4-carboxylic acid), C=1C=CC2=C(C1)N=NN2O (HOBt), C1(CC1)N (cyclopropylamine). Run in C(C)#N.CN(C)C=O (acetonitrile DMF), O (Water). Conditions: time 14 hour. Product: C1(CCCC1)CC1=C(N=NN1C1=CC=C(C=C1)C(=O)NCC)C(=O)NC1CC1 (5-(cyclopentylmethyl)-N-cyclopropyl-1-{4-[(ethylamino)carbonyl]phenyl}-1H-1,2,3-triazole-4-carboxamide). Isolated yield 200.4%. Reaction SMILES: [CH:1]1([CH2:6][C:7]2[N:11]([C:12]3[CH:17]=[CH:16][C:15]([C:18]([NH:20][CH2:21][CH3:22])=[O:19])=[CH:14][CH:13]=3)[N:10]=[N:9][C:8]=2[C:23]([OH:25])=O)[CH2:5][CH2:4][CH2:3][CH2:2]1.C1C=C[C:29]2N(O)N=[N:32][C:30]=2[CH:31]=1.C1(N)CC1.CCN=C=NCCCN(C)C>C(#N)C.CN(C=O)C.O>[CH:1]1([CH2:6][C:7]2[N:11]([C:12]3[CH:17]=[CH:16][C:15]([C:18]([NH:20][CH2:21][CH3:22])=[O:19])=[CH:14][CH:13]=3)[N:10]=[N:9][C:8]=2[C:23]([NH:32][CH:30]2[CH2:31][CH2:29]2)=[O:25])[CH2:5][CH2:4][CH2:3][CH2:2]1 |f:4.5|. Procedure: 5-(Cyclopentylmethyl)-1-{4-[(ethylamino)carbonyl]phenyl}-1H-1,2,3-triazole-4-carboxylic acid (359 mg, 1.05 mmol) obtained in Example 103b), HOBt (71.6 mg, 0.524 mmol, 0.5 eq.) and cyclopropylamine (0.097 ml, 1.36 mmol, 1.3 eq.) were dissolved in acetonitrile-DMF (2:1, 4.5 ml), WSC (246 mg, 1.26 mmol, 1.2 eq.) was added, and the mixture was stirred at room temperature for 14 hr. Water (15 ml) was added to the reaction mixture and the mixture was stirred at 0° C. The precipitate was collected by f... Conditions: temperature 50 celsius, time 3 hour. Run in C1CCOC1 (THF), C1CCOC1 (THF). Starting materials: [K+].N1=CC=C(C=C1)NC1=C(NC2=CC=CC=C12)C(=O)[O-] (3-(4-pyridinylamino)-1H-indole-2-carboxylic acid potassium salt), ClCN1C(CCC1)=O (N-(chloromethyl)-2-pyrrolidinone). As a reaction SMILES: [K+].[N:2]1[CH:7]=[CH:6][C:5]([NH:8][C:9]2[C:17]3[C:12](=[CH:13][CH:14]=[CH:15][CH:16]=3)[NH:11][C:10]=2[C:18]([O-:20])=[O:19])=[CH:4][CH:3]=1.Cl[CH2:22][N:23]1[CH2:27][CH2:26][CH2:25][C:24]1=[O:28]>C1COCC1>[O:28]=[C:24]1[CH2:25][CH2:26][CH2:27][N:23]1[CH2:22][O:19][C:18]([C:10]1[NH:11][C:12]2[C:17]([C:9]=1[NH:8][C:5]1[CH:6]=[CH:7][N:2]=[CH:3][CH:4]=1)=[CH:16][CH:15]=[CH:14][CH:13]=2)=[O:20] |f:0.1|. Product: O=C1N(CCC1)COC(=O)C=1NC2=CC=CC=C2C1NC1=CC=NC=C1 (3-(Pyridin-4-ylamino)-1H-indole-2-carboxylic acid 2-oxo-pyrrolidin-1-yl-methyl ester). The yield is 8.5%. Procedure: Heated at 50° C. a suspension of 3-(4-pyridinylamino)-1H-indole-2-carboxylic acid potassium salt (2.0 g, 6.86 mmol) in anhydrous THF (100 mL) was oil bath for 20 min. Add to it a solution of N-(chloromethyl)-2-pyrrolidinone (1.10 g, 8.23 mmol) in anhydrous THF (5 mL) dropwise. After 3 hrs, cool the reaction to ambient temperature. Add water (100 mL) and extract with ethyl acetate (3×100 mL). Combine the organic layers and wash with NaHCO3 (sat), water, brine, dry with MgSO4 and then concentrate.... Starting materials: O1CCCC1 (tetrahydrofuran), O.C1(=CC=C(C=C1)S(=O)(=O)O)C (p-toluenesulfonic acid monohydrate), C(C)OC(=O)C=C1CNCCC1O (3-ethoxycarbonylmethylidene-4-hydroxypiperidine). Solvent: C1(=CC=CC=C1)C (toluene). Run at temperature 50 celsius, time 1 hour. The product is CC=1C=CC(=CC1)S(=O)(=O)O (p-toluenesulfonate). Isolated yield 178.2%. RXN SMILES: O1CCCC1.O.[C:7]1([CH3:17])[CH:12]=[CH:11][C:10]([S:13]([OH:16])(=[O:15])=[O:14])=[CH:9][CH:8]=1.C(OC(C=C1C(O)CCNC1)=O)C>C1(C)C=CC=CC=1>[CH3:17][C:7]1[CH:12]=[CH:11][C:10]([S:13]([OH:16])(=[O:15])=[O:14])=[CH:9][CH:8]=1 |f:1.2|. Procedure: After the portionwise addition of 1.48 g (39.1 mmol) of sodium borohydride to a 150 ml methanolic solution of 16.6 g (39.1 mmol) of (E)-3-ethoxycarbonylmethylidene-1-triphenylmethyl-4-piperidone under ice cooling, the resulting mixture was stirred for 1 hour at room temperature. The reaction mixture was concentrated under reduced pressure. The concentrate was extracted with 50 ml of water and 150 ml of ethyl acetate. The organic layer was washed with saturated saline and dried over anhydrous mag...